Dataset: the Open Reaction Database (ORD), a public repository of structured organic reaction records. Task: describe an organic reaction: reactants, conditions, products, and yield Starting materials: NC=1C=C(C(=CC1Cl)Cl)NC(CCCCl)=O (N-(3-amino-4,6-dichlorophenyl)-γ-chlorobutyramide), [OH-].[Na+] (NaOH). The solvent is O1CCCC1 (tetrahydrofurane). Product: NC=1C=C(C(=CC1Cl)Cl)N1C(CCC1)=O (1-(3'-Amino-4',6'-dichlorophenyl)-pyrrolidin-2-one). As a reaction SMILES: [NH2:1][C:2]1[CH:3]=[C:4]([NH:10][C:11](=[O:16])[CH2:12][CH2:13][CH2:14]Cl)[C:5]([Cl:9])=[CH:6][C:7]=1[Cl:8].[OH-].[Na+]>O1CCCC1>[NH2:1][C:2]1[CH:3]=[C:4]([N:10]2[CH2:14][CH2:13][CH2:12][C:11]2=[O:16])[C:5]([Cl:9])=[CH:6][C:7]=1[Cl:8] |f:1.2|. Reported procedure: 13.5 g (0.05 mol) of N-(3-amino-4,6-dichlorophenyl)-γ-chlorobutyramide, 200 ml of tetrahydrofurane and 100 ml of 1 N NaOH solution are stirred for 5 hours at 50° C. After the mixture has been allowed to cool, it is extracted three times with 300 ml of ethyl acetate and the extracts are washed with water, dried with magnesium sulphate and concentrated. The resulting product is recrystallised from toluene/ethyl acetate. Yield: 8.5 g; melting point 168°-170° C. The reactants are NCCSCc1ncccc1Br, O=C(NC(=NCCSCc1ncccc1Br)NCCSCc1ncccc1Br)c1ccccc1, c1ccncc1. The product is N=C(NCCSCc1ncccc1Br)NCCSCc1ncccc1Br. RXN SMILES: [Br:1][c:2]1[c:3]([CH2:4][S:5][CH2:6][CH2:7][NH2:8])[n:9][cH:10][cH:11][cH:12]1.[C:13](=[O:14])([c:15]1[cH:16][cH:17][cH:18][cH:19][cH:20]1)[NH:21][C:22](=[N:23][CH2:24][CH2:25][S:26][CH2:27][c:28]1[n:29][cH:30][cH:31][cH:32][c:33]1[Br:34])[NH:35][CH2:36][CH2:37][S:38][CH2:39][c:40]1[n:41][cH:42][cH:43][cH:44][c:45]1[Br:46].[cH:47]1[cH:48][cH:49][n:50][cH:51][cH:52]1>>[NH:21]=[C:22]([NH:23][CH2:24][CH2:25][S:26][CH2:27][c:28]1[n:29][cH:30][cH:31][cH:32][c:33]1[Br:34])[NH:35][CH2:36][CH2:37][S:38][CH2:39][c:40]1[n:41][cH:42][cH:43][cH:44][c:45]1[Br:46]. Starting materials: O (water), NCCSCC1=CC(=C(O1)C(=O)NC)C1=CC=CC=C1 (5-[[2-(amino)ethyl]thio]methyl-N-methyl-3-phenyl-2-furancarboxamide), solution, [H-].[Al+3].[H-].[H-] (aluminium hydride). The solvent is O1CCCC1 (tetrahydrofuran), O1CCCC1 (tetrahydrofuran). Run at time 6 hour. The product is NCCSCC1=CC(=C(O1)CNC)C1=CC=CC=C1 (5-[[2-(Amino)ethyl]thio]methyl-N-methyl-3-phenyl-2-furanmethanamine). Isolated yield 33.8%. Reaction SMILES: [NH2:1][CH2:2][CH2:3][S:4][CH2:5][C:6]1[O:10][C:9]([C:11]([NH:13][CH3:14])=O)=[C:8]([C:15]2[CH:20]=[CH:19][CH:18]=[CH:17][CH:16]=2)[CH:7]=1.[H-].[Al+3].[H-].[H-].O>O1CCCC1>[NH2:1][CH2:2][CH2:3][S:4][CH2:5][C:6]1[O:10][C:9]([CH2:11][NH:13][CH3:14])=[C:8]([C:15]2[CH:20]=[CH:19][CH:18]=[CH:17][CH:16]=2)[CH:7]=1 |f:1.2.3.4|. Procedure details: A solution of 5-[[2-(amino)ethyl]thio]methyl-N-methyl-3-phenyl-2-furancarboxamide (1.4 g) in dry tetrahydrofuran (100 ml) at 0° was mixed with a 0.5 molar solution of aluminium hydride in tetrahydrofuran (50 ml). After 6 hours boiling at reflux, water (6 ml) was added and the filtered solution was evaporated in vacuo. The residue was purified by column chromatography (silica/methanol) affording the title compound (0.45 g) as an oil,